From a dataset of the Open Reaction Database (ORD), a public repository of structured organic reaction records. describe an organic reaction: reactants, conditions, products, and yield Reaction conditions: temperature 23 celsius, time 1 hour. RXN SMILES: [CH2:1]([O:3][CH:4]([O:6][CH:7]([CH3:13])[C:8]([O:10]CC)=[O:9])[CH3:5])[CH3:2].[OH-].[K+:15].O.C(O)C>>[CH2:1]([O:3][CH:4]([O:6][CH:7]([CH3:13])[C:8]([O-:10])=[O:9])[CH3:5])[CH3:2].[K+:15] |f:1.2,5.6|. Product: C(C)OC(C)OC(C(=O)[O-])C.[K+] (potassium 2-[(1'-ethoxy)ethoxy]propanoate). Yield: 109.1%. The reactants are [OH-].[K+] (KOH), O (water), C(C)O (ethanol), C(C)OC(C)OC(C(=O)OCC)C (ethyl 2-[(1'-ethoxy)ethoxy]propanoate). Procedure details: To a 250 mL flask containing 38.0 g (0.20 moles) ethyl 2-[(1'-ethoxy)ethoxy]propanoate at 23° C. is added a solution of 14.8 g (0.264 moles) KOH, 30.0 g (1.667 moles) water and 10.0 g (0.217 moles) ethanol over a 30 minute period. Maintaining ±23° C., the solution is stirred for one hour, then extracted with 20 g hexane. The aqueous phase is then stripped of all solvent under vacuum. A constant weight of 43.7 g potassium 2-[(1'-ethoxy)ethoxy]propanoate is obtained as a yellowish viscous liquid.